Dataset: the Open Reaction Database (ORD), a public repository of structured organic reaction records. Task: describe an organic reaction: reactants, conditions, products, and yield The reactants are C1(=CC=CC=C1)S(=O)(=O)Cl (benzene sulfonyl chloride), C1=CC(=CC(=C1)Cl)C(=O)OO (mCPBA), C(C)(C)(C)OC(=O)ON(C(C(C)(C)C)=O)CCCCN1C(=NC=2C=NC=3C=CC=CC3C21)CCC (N-[(tert-butoxycarbonyl)oxy]-2,2-dimethyl-N-[4-(2-propyl-1H-imidazo[4,5-c]quinolin-1-yl)butyl]propanamide), [OH-].[NH4+] (ammonium hydroxide). Run in C(Cl)(Cl)Cl (chloroform). Reaction conditions: time 1.5 hour. The product is NC1=NC=2C=CC=CC2C2=C1N=C(N2CCCCN(C(C(C)(C)C)=O)OC(=O)OC(C)(C)C)CCC (N-[4-(4-amino-2-propyl-1H-imidazo[4,5-c]quinolin-1-yl)butyl]-N-[(tert-butoxycarbonyl)oxy]-2,2-dimethylpropanamide). As a reaction SMILES: C1C=C(Cl)C=C(C(OO)=O)C=1.[C:12]([O:16][C:17]([O:19][N:20]([CH2:27][CH2:28][CH2:29][CH2:30][N:31]1[C:43]2[C:42]3[CH:41]=[CH:40][CH:39]=[CH:38][C:37]=3[N:36]=[CH:35][C:34]=2[N:33]=[C:32]1[CH2:44][CH2:45][CH3:46])[C:21](=[O:26])[C:22]([CH3:25])([CH3:24])[CH3:23])=[O:18])([CH3:15])([CH3:14])[CH3:13].[OH-].[NH4+:48].C1(S(Cl)(=O)=O)C=CC=CC=1>C(Cl)(Cl)Cl>[NH2:48][C:35]1[C:34]2[N:33]=[C:32]([CH2:44][CH2:45][CH3:46])[N:31]([CH2:30][CH2:29][CH2:28][CH2:27][N:20]([O:19][C:17]([O:16][C:12]([CH3:13])([CH3:14])[CH3:15])=[O:18])[C:21](=[O:26])[C:22]([CH3:24])([CH3:23])[CH3:25])[C:43]=2[C:42]2[CH:41]=[CH:40][CH:39]=[CH:38][C:37]=2[N:36]=1 |f:2.3|. Procedure: mCPBA (75% purity, 4.03 g, 17.5 mmol) was added to a solution of N-[(tert-butoxycarbonyl)oxy]-2,2-dimethyl-N-[4-(2-propyl-1H-imidazo[4,5-c]quinolin-1-yl)butyl]propanamide (5.00 g, 10.0 mmol) in chloroform (975 mL). The reaction mixture was stirred at room temperature for 1.5 hours. The mixture was cooled to 0° C. and concentrated ammonium hydroxide (20 mL) was added, followed by benzene sulfonyl chloride (2.49 mL, 19.5 mmol). The reaction mixture was stirred for 2 hours at room temperature, then... Reactants: solution, O.[OH-].[Li+] (lithium hydroxide, monohydrate), O (water), COC(CCC([N+](=O)[O-])C1=CC2=CC=C(C(=C2C=C1)C(F)(F)F)O[C@@H]1CC[C@H](CC1)C(C)(C)C)=O (4-[6-(trans-4-tert-butyl-cyclohexyloxy)-5-trifluoromethyl-naphthalen-2-yl]-4-nitro-butyric acid methyl ester), CO (methanol), O1CCCC1 (tetrahydrofuran). Reaction conditions: time 2 hour. Product: C(C)(C)(C)[C@@H]1CC[C@H](CC1)OC=1C(=C2C=CC(=CC2=CC1)C(CCC(=O)O)[N+](=O)[O-])C(F)(F)F (4-(6-(trans-4-tert-butylcyclohexyloxy)-5-(trifluoromethyl)naphthalen-2-yl)-4-nitrobutanoic acid). The yield is 73.3%. As a reaction SMILES: O.[OH-].[Li+].O.C[O:6][C:7](=[O:39])[CH2:8][CH2:9][CH:10]([C:14]1[CH:23]=[CH:22][C:21]2[C:16](=[CH:17][CH:18]=[C:19]([O:28][C@H:29]3[CH2:34][CH2:33][C@H:32]([C:35]([CH3:38])([CH3:37])[CH3:36])[CH2:31][CH2:30]3)[C:20]=2[C:24]([F:27])([F:26])[F:25])[CH:15]=1)[N+:11]([O-:13])=[O:12].CO.O1CCCC1>>[C:35]([C@H:32]1[CH2:31][CH2:30][C@H:29]([O:28][C:19]2[C:20]([C:24]([F:25])([F:26])[F:27])=[C:21]3[C:16](=[CH:17][CH:18]=2)[CH:15]=[C:14]([CH:10]([N+:11]([O-:13])=[O:12])[CH2:9][CH2:8][C:7]([OH:39])=[O:6])[CH:23]=[CH:22]3)[CH2:34][CH2:33]1)([CH3:38])([CH3:36])[CH3:37] |f:0.1.2|. Reported procedure: A 2 M solution of lithium hydroxide, monohydrate in water (1.00 mL, 2.00 mmol) was added to a solution of 4-[6-(trans-4-tert-butyl-cyclohexyloxy)-5-trifluoromethyl-naphthalen-2-yl]-4-nitro-butyric acid methyl ester (0.114 g, 0.230 mmol) in methanol (1.00 mL, 24.7 mmol) and tetrahydrofuran (1.00 mL, 12.3 mmol). The mixture was stirred at room temperate. After 2 h, HPLC analysis showed that the reaction was complete. The mixture was concentrated to dryness under reduced pressure then dissolved in ... The reactants are NC(=O)N (urea), C1(CCCC1)NS(=O)(=O)C1=C(C(=CC=C1Cl)N)O ((N-cyclopentyl)-3-amino-6-chloro-2-hydroxybenzenesulfonamide), ClC1=C(C=CC=C1)N=C=O (2-chlorophenylisocyanate). Product: ClC1=C(C=CC=C1)NC(=O)NC1=C(C(=C(C=C1)Cl)S(=O)(=O)NC1CCCC1)O (N-(2-chlorophenyl)-N′-[4-chloro-2-hydroxy-3-(N″-cyclopentylaminosulfonyl)phenyl]urea). Isolated yield 43.3%. Reaction SMILES: NC(N)=O.[CH:5]1([NH:10][S:11]([C:14]2[C:19]([Cl:20])=[CH:18][CH:17]=[C:16]([NH2:21])[C:15]=2[OH:22])(=[O:13])=[O:12])[CH2:9][CH2:8][CH2:7][CH2:6]1.[Cl:23][C:24]1[CH:29]=[CH:28][CH:27]=[CH:26][C:25]=1[N:30]=[C:31]=[O:32]>>[Cl:23][C:24]1[CH:29]=[CH:28][CH:27]=[CH:26][C:25]=1[NH:30][C:31]([NH:21][C:16]1[CH:17]=[CH:18][C:19]([Cl:20])=[C:14]([S:11]([NH:10][CH:5]2[CH2:6][CH2:7][CH2:8][CH2:9]2)(=[O:13])=[O:12])[C:15]=1[OH:22])=[O:32]. Procedure: Following the general procedure for urea formation outlined in example 15, (N-cyclopentyl)-3-amino-6-chloro-2-hydroxybenzenesulfonamide (0. 15 g, 0.52 mmol) and 2-chlorophenylisocyanate (62 μL, 0.52 mmol) were coupled to form the desired urea (0.1 g, 43%). LC-MS n/z 444(M+).